Dataset: the Open Reaction Database (ORD), a public repository of structured organic reaction records. Task: describe an organic reaction: reactants, conditions, products, and yield Starting materials: N#Cc1ccc(F)c2ccccc12, O=Cc1ccc(O)c(F)c1. Yields the product N#Cc1ccc(Oc2ccc(C=O)cc2F)c2ccccc12. RXN SMILES: [F:11][c:12]1[cH:13][cH:14][c:15]([C:22]#[N:23])[c:16]2[cH:17][cH:18][cH:19][cH:20][c:21]12.[F:1][c:2]1[cH:3][c:4]([CH:5]=[O:6])[cH:7][cH:8][c:9]1[OH:10]>>[F:1][c:2]1[cH:3][c:4]([CH:5]=[O:6])[cH:7][cH:8][c:9]1[O:10][c:12]1[cH:13][cH:14][c:15]([C:22]#[N:23])[c:16]2[cH:17][cH:18][cH:19][cH:20][c:21]12. The reactants are diazonium salt, C(C)(=O)[O-].[Na+] (sodium acetate), C(CC(=O)C)(=O)OCC (ethyl acetoacetate), NC1=CC=C(C(=O)O)C=C1 (4-Amino-benzoic acid), N(=O)[O-].[Na+] (sodium nitrite). Solvent: C(C)O (ethanol), C(C)O (ethanol), Cl (hydrochloric acid), O (water), O (water). Conditions: time 1 hour. Product: C(C)OC(=O)C(C(C)=O)=NNC1=CC=C(C(=O)O)C=C1 (4-[N′-(1-ethoxycarbonyl-2-oxo-propylidene)-hydrazino]-benzoic acid). Isolated yield 98.8%. RXN SMILES: [NH2:1][C:2]1[CH:10]=[CH:9][C:5]([C:6]([OH:8])=[O:7])=[CH:4][CH:3]=1.[N:11]([O-])=O.[Na+].C([O-])(=O)C.[Na+].[C:20]([O:26][CH2:27][CH3:28])(=[O:25])[CH2:21][C:22]([CH3:24])=[O:23]>Cl.O.C(O)C>[CH2:27]([O:26][C:20]([C:21](=[N:11][NH:1][C:2]1[CH:10]=[CH:9][C:5]([C:6]([OH:8])=[O:7])=[CH:4][CH:3]=1)[C:22](=[O:23])[CH3:24])=[O:25])[CH3:28] |f:1.2,3.4|. Reported procedure: 4-Amino-benzoic acid (40 g, 0.28 mol) was dissolved in a mixture of concentrated hydrochloric acid (84 ml) and water (84 ml). To the resulting mixture was added dropwise at 5° C. a solution of sodium nitrite (21.5 g, 0.31 mol) in water (100 ml). The resulting diazonium salt was added to a mixture of sodium acetate (116 g, 0.85 mol), ethanol (300 ml) and ethyl acetoacetate (36.5 ml, 0.28 mol) at room temperature. The resulting mixture was diluted with a 50% aqueous ethanol (1 l) and stirred for 1... The reactants are [OH-].C(C1=CC=CC=C1)[N+](C)(C)C (benzyltrimethylammonium hydroxide), C(C)(C)(C)O (t-butanol), Cl (HCl), FC1=C(C=CC=C1)CC#N (2-Fluorophenylacetonitrile), C(C=C)(=O)OCC (ethyl acrylate). Run in CO (MeOH). The product is C(#N)C(CCC(=O)OC)(CCC(=O)OC)C1=C(C=CC=C1)F (Dimethyl 4-cyano-4-(2-fluorophenyl)heptanedioate). As a reaction SMILES: [F:1][C:2]1[CH:7]=[CH:6][CH:5]=[CH:4][C:3]=1[CH2:8][C:9]#[N:10].[C:11]([O:15][CH2:16]C)(=[O:14])[CH:12]=[CH2:13].[OH-:18].[CH2:19]([N+](C)(C)C)[C:20]1[CH:25]=CC=CC=1.Cl.[C:31]([OH:35])(C)(C)C>CO>[C:9]([C:8]([C:3]1[CH:4]=[CH:5][CH:6]=[CH:7][C:2]=1[F:1])([CH2:13][CH2:12][C:11]([O:15][CH3:16])=[O:14])[CH2:19][CH2:20][C:25]([O:35][CH3:31])=[O:18])#[N:10] |f:2.3|. Procedure: 2-Fluorophenylacetonitrile (39.85 g, 0.29 mol) and ethyl acrylate (96 ml, 0.89 mol) were stirred at reflux in t-butanol (400 ml) as benzyltrimethylammonium hydroxide (40% solution in MeOH, 140 ml, 0.30 mol) was added portionwise over 48 h. The mixture was then evaporated to dryness, dissolved in ethyl acetate (1000 ml), washed with dilute HCl and brine, dried (Na2SO4) and evaporated to give an oil. This was dissolved in MeOH (300 ml), and a solution of methanolic HCl (formed by cautious addition... Reported procedure: A mixture of 0.63 g I.11 (N-acetyl-N-(2,4-dinitro-6-trifluoromethyl-phenyl)-acetamide) and 0.2 g Pd/C 10% in 20 ml glacial acetic acid was stirred for 5 h at 80° C. under a pressure of hydrogen of 50 psi. The catalyst was filtered and the solvent was evaporated. To the residue, 30 ml glacial acetic acid were added and the mixture was stirred for 2 h at reflux. The solvent was removed. The residue was treated with 50 ml 4 N aqueous hydrochloric acid and stirred for 1 h at reflux. The reaction mix... Product: CC1=NC2=C(N1)C(=CC(=C2)N)C(F)(F)F (2-methyl-7-trifluoromethyl-1H-benzoimidazol-5-ylamine). The solvent is C(C)(=O)O (acetic acid). Starting materials: C(C)(=O)N(C(C)=O)C1=C(C=C(C=C1C(F)(F)F)[N+](=O)[O-])[N+](=O)[O-] (N-acetyl-N-(2,4-dinitro-6-trifluoromethyl-phenyl)-acetamide), [H][H] (hydrogen). Reaction SMILES: [C:1]([N:4]([C:8]1[C:13]([C:14]([F:17])([F:16])[F:15])=[CH:12][C:11]([N+:18]([O-])=O)=[CH:10][C:9]=1[N+:21]([O-])=O)C(=O)C)(=O)[CH3:2].[H][H]>C(O)(=O)C.[Pd]>[CH3:2][C:1]1[NH:4][C:8]2[C:13]([C:14]([F:17])([F:16])[F:15])=[CH:12][C:11]([NH2:18])=[CH:10][C:9]=2[N:21]=1. Run at time 2 hour. The reagents and catalysts are [Pd] (Pd/C). The reactants are COC(C1=CN=C(C=C1)N1C=NC(=C1)C=1C(=NOC1C(F)(F)F)C1=CC=C(C=C1)F)=O (6-{4-[3-(4-fluoro-phenyl)-5-trifluoromethyl-isoxazol-4-yl]-imidazol-1-yl}-nicotinic acid methyl ester), N1CCS(CC1)(=O)=O (thiomorpholine 1,1-dioxide). Yields the product O=S1(CCN(CC1)C(=O)C=1C=NC(=CC1)N1C=NC(=C1)C=1C(=NOC1C(F)(F)F)C1=CC=C(C=C1)F)=O ((1,1-Dioxo-1λ6-thiomorpholin-4-yl)-(6-{4-[3-(4-fluoro-phenyl)-5-trifluoromethyl-isoxazol-4-yl]-imidazol-1-yl}-pyridin-3-yl)-methanone). The yield is 97.4%. RXN SMILES: C[O:2][C:3](=O)[C:4]1[CH:9]=[CH:8][C:7]([N:10]2[CH:14]=[C:13]([C:15]3[C:16]([C:24]4[CH:29]=[CH:28][C:27]([F:30])=[CH:26][CH:25]=4)=[N:17][O:18][C:19]=3[C:20]([F:23])([F:22])[F:21])[N:12]=[CH:11]2)=[N:6][CH:5]=1.[NH:32]1[CH2:37][CH2:36][S:35](=[O:39])(=[O:38])[CH2:34][CH2:33]1>>[O:38]=[S:35]1(=[O:39])[CH2:36][CH2:37][N:32]([C:3]([C:4]2[CH:5]=[N:6][C:7]([N:10]3[CH:14]=[C:13]([C:15]4[C:16]([C:24]5[CH:25]=[CH:26][C:27]([F:30])=[CH:28][CH:29]=5)=[N:17][O:18][C:19]=4[C:20]([F:22])([F:23])[F:21])[N:12]=[CH:11]3)=[CH:8][CH:9]=2)=[O:2])[CH2:33][CH2:34]1. Procedure: As described for Example 38b, 6-{4-[3-(4-fluoro-phenyl)-5-trifluoromethyl-isoxazol-4-yl]-imidazol-1-yl}-nicotinic acid methyl ester (100 mg, 0.23 mmol), was converted, using thiomorpholine 1,1-dioxide (124.9 mL, 0.9 mmol) instead of cyclopropanemethylamine, to the title compound (120 mg, 97%) which was obtained as a colourless oil. MS: m/e=535.8 [M+H]+.